describe an organic reaction: reactants, conditions, products, and yield From a dataset of the Open Reaction Database (ORD), a public repository of structured organic reaction records. The reactants are O=C([O-])O, C=C(CC(C(=O)OC)C1CCN(C(=O)OCc2ccccc2)CC1)c1ccccc1, [O-][I+3]([O-])([O-])[O-], [Na+], [Na+], [Na+], [Na+], C1CCOC1, O, O=S([O-])[O-]. Product: COC(=O)C(CC(=O)c1ccccc1)C1CCN(C(=O)OCc2ccccc2)CC1. As a reaction SMILES: [C:43](=[O:44])([OH:45])[O-:46].[CH3:1][O:2][C:3](=[O:4])[CH:5]([CH2:6][C:7](=[CH2:8])[c:9]1[cH:10][cH:11][cH:12][cH:13][cH:14]1)[CH:15]1[CH2:16][CH2:17][N:18]([C:21](=[O:22])[O:23][CH2:24][c:25]2[cH:26][cH:27][cH:28][cH:29][cH:30]2)[CH2:19][CH2:20]1.[I+3:31]([O-:32])([O-:33])([O-:34])[O-:35].[Na+:36].[Na+:41].[Na+:42].[Na+:47].[O:48]1[CH2:49][CH2:50][CH2:51][CH2:52]1.[OH2:53].[S:37]([O-:38])([O-:39])=[O:40]>>[CH3:1][O:2][C:3](=[O:4])[CH:5]([CH2:6][C:7]([c:9]1[cH:10][cH:11][cH:12][cH:13][cH:14]1)=[O:32])[CH:15]1[CH2:16][CH2:17][N:18]([C:21](=[O:22])[O:23][CH2:24][c:25]2[cH:26][cH:27][cH:28][cH:29][cH:30]2)[CH2:19][CH2:20]1. Reactants: NC=1C(=CC=CC1)C (o-toluidine), Cl.CC1=C(N)C=CC(=C1)[N+](=O)[O-] (2-methyl-4-nitroaniline hydrochloride), CC1=C(C=CC=C1)NC#N (2-methylphenyl-cyanamide). Solvent: ClC1=CC=CC=C1 (chlorobenzene). Yields the product Cl.CC1=C(C=CC(=C1)[N+](=O)[O-])NC(=N)NC1=C(C=CC=C1)C (N-(2-Methyl-4-nitrophenyl)-N'-(2-methyl-phenyl)guanidine Hydrochloride). The yield is 91.0%. As a reaction SMILES: [CH3:1][C:2]1[CH:7]=[CH:6][CH:5]=[CH:4][C:3]=1[NH:8][C:9]#[N:10].NC1C(C)=CC=CC=1.[ClH:19].[CH3:20][C:21]1[CH:27]=[C:26]([N+:28]([O-:30])=[O:29])[CH:25]=[CH:24][C:22]=1[NH2:23]>ClC1C=CC=CC=1>[ClH:19].[CH3:20][C:21]1[CH:27]=[C:26]([N+:28]([O-:30])=[O:29])[CH:25]=[CH:24][C:22]=1[NH:23][C:9]([NH:8][C:3]1[CH:4]=[CH:5][CH:6]=[CH:7][C:2]=1[CH3:1])=[NH:10] |f:2.3,5.6|. Reported procedure: A vigorously stirred mixture of 2-methylphenyl-cyanamide [1.107 g, 0.380 mmol, prepared from o-toluidine by the method of Safter et al. (1948)] and 2-methyl-4-nitroaniline hydrochloride in chlorobenzene (45 ml) was heated at 90° for 3 h and then allowed to cool to 25°. The resulting pale yellow precipitate was collected, washed with CH2Cl2, and dried, giving 2.284 g (91%) of the hydrochloride of the desired product (pure by NMR). A 681 mg sample was recrystallized twice from absolute EtOH to giv... The product is FC(C=1C=C(C=CC1)CCNC1=CC2=C(N(C(=N2)N2CCN(CC2)C2=NC=CC=C2C(F)(F)F)COCC[Si](C)(C)C)C=C1C(F)(F)F)(F)F ([2-(3-Trifluoromethyl-phenyl)-ethyl]-[6-trifluoromethyl-2-[4-(3-trifluoromethyl-pyridin-2-yl)-piperazin-1-yl]-1-(2-trimethylsilanyl-ethoxymethyl)-1H-benzoimidazol-5-yl]-amine). Run at temperature 150 celsius. Reported procedure: A mixture of the product from step (a) above (88 mg, 0.14 mmol), 2-(3-trifluoromethylphenyl)ethylamine (45 mg, 0.24 mmol, Trans World Chemicals), tris(dibenzylideneacetone)dipalladium(0) (8 mg, 0.01 mmol, Strem), 2-(di-t-butylphosphino)biphenyl (8 mg, 0.03 mmol, Strem) and sodium-tert-butoxide (31 mg, 0.33 mmol, Aldrich) in toluene (2 mL) was heated at 150° C. in a microwave synthesizer for 14 min. The reaction mixture was cooled to room temperature, diluted with EtOAc (5 mL) and filtered throug... Starting materials: BrC1=CC2=C(N(C(=N2)N2CCN(CC2)C2=NC=CC=C2C(F)(F)F)COCC[Si](C)(C)C)C=C1C(F)(F)F (5-Bromo-6-trifluoromethyl-2-[4-(3-trifluoromethyl-pyridin-2-yl)-piperazin-1-yl]-1-(2-trimethylsilanyl-ethoxymethyl)-1H-benzoimidazole), FC(C=1C=C(C=CC1)CCN)(F)F (2-(3-trifluoromethylphenyl)ethylamine), C(C)(C)(C)P(C1=C(C=CC=C1)C1=CC=CC=C1)C(C)(C)C (2-(di-t-butylphosphino)biphenyl), CC(C)([O-])C.[Na+] (sodium-tert-butoxide). The reagents and catalysts are C=1C=CC(=CC1)/C=C/C(=O)/C=C/C2=CC=CC=C2.C=1C=CC(=CC1)/C=C/C(=O)/C=C/C2=CC=CC=C2.C=1C=CC(=CC1)/C=C/C(=O)/C=C/C2=CC=CC=C2.[Pd].[Pd] (tris(dibenzylideneacetone)dipalladium(0)). As a reaction SMILES: Br[C:2]1[C:34]([C:35]([F:38])([F:37])[F:36])=[CH:33][C:5]2[N:6]([CH2:25][O:26][CH2:27][CH2:28][Si:29]([CH3:32])([CH3:31])[CH3:30])[C:7]([N:9]3[CH2:14][CH2:13][N:12]([C:15]4[C:20]([C:21]([F:24])([F:23])[F:22])=[CH:19][CH:18]=[CH:17][N:16]=4)[CH2:11][CH2:10]3)=[N:8][C:4]=2[CH:3]=1.[F:39][C:40]([F:51])([F:50])[C:41]1[CH:42]=[C:43]([CH2:47][CH2:48][NH2:49])[CH:44]=[CH:45][CH:46]=1.C(P(C(C)(C)C)C1C=CC=CC=1C1C=CC=CC=1)(C)(C)C.CC(C)([O-])C.[Na+]>C1(C)C=CC=CC=1.CCOC(C)=O.C1C=CC(/C=C/C(/C=C/C2C=CC=CC=2)=O)=CC=1.C1C=CC(/C=C/C(/C=C/C2C=CC=CC=2)=O)=CC=1.C1C=CC(/C=C/C(/C=C/C2C=CC=CC=2)=O)=CC=1.[Pd].[Pd]>[F:39][C:40]([F:50])([F:51])[C:41]1[CH:42]=[C:43]([CH2:47][CH2:48][NH:49][C:2]2[C:34]([C:35]([F:38])([F:37])[F:36])=[CH:33][C:5]3[N:6]([CH2:25][O:26][CH2:27][CH2:28][Si:29]([CH3:32])([CH3:31])[CH3:30])[C:7]([N:9]4[CH2:14][CH2:13][N:12]([C:15]5[C:20]([C:21]([F:24])([F:23])[F:22])=[CH:19][CH:18]=[CH:17][N:16]=5)[CH2:11][CH2:10]4)=[N:8][C:4]=3[CH:3]=2)[CH:44]=[CH:45][CH:46]=1 |f:3.4,7.8.9.10.11|. Solvent: C1(=CC=CC=C1)C (toluene), CCOC(=O)C (EtOAc). Reactants: CC(=O)Cl, [H-], [Na+], CN(C)C=O, NC(=O)c1nnsc1Nc1ccccc1. Product: CC(=O)NC(=O)c1nnsc1Nc1ccccc1. Reaction SMILES: [CH3:18][C:19]([Cl:20])=[O:21].[H-:2].[Na+:1].[O:22]=[CH:23][N:24]([CH3:25])[CH3:26].[c:3]1([NH:9][c:10]2[c:11]([C:15](=[O:16])[NH2:17])[n:12][n:13][s:14]2)[cH:4][cH:5][cH:6][cH:7][cH:8]1>>[c:3]1([NH:9][c:10]2[c:11]([C:15](=[O:16])[NH:17][C:19]([CH3:18])=[O:21])[n:12][n:13][s:14]2)[cH:4][cH:5][cH:6][cH:7][cH:8]1. Reactants: CC=1C(=NC(=NC1C)NC=1SC=C(N1)C)Cl (5,6-dimethyl-2-(4-methylthiazol-2-yl)amino-4-chloropyrimidine), C1NCCC2=CC=CC=C12 (1,2,3,4-tetrahydroisoquinoline). The solvent is CN(C=O)C (dimethylformamide). The product is Cl.CC=1C(=NC(=NC1C)NC=1SC=C(N1)C)N1CC2=CC=CC=C2CC1 (5,6-dimethyl-2-(4-methylthiazol-2-yl)amino-4-(1,2,3,4-tetrahydroisoquinolin-2-yl)pyrimidine hydrochloride). The yield is 10.8%. Reaction SMILES: [CH3:1][C:2]1[C:3]([Cl:16])=[N:4][C:5]([NH:9][C:10]2[S:11][CH:12]=[C:13]([CH3:15])[N:14]=2)=[N:6][C:7]=1[CH3:8].[CH2:17]1[C:26]2[C:21](=[CH:22][CH:23]=[CH:24][CH:25]=2)[CH2:20][CH2:19][NH:18]1>CN(C)C=O>[ClH:16].[CH3:1][C:2]1[C:3]([N:18]2[CH2:19][CH2:20][C:21]3[C:26](=[CH:25][CH:24]=[CH:23][CH:22]=3)[CH2:17]2)=[N:4][C:5]([NH:9][C:10]2[S:11][CH:12]=[C:13]([CH3:15])[N:14]=2)=[N:6][C:7]=1[CH3:8] |f:3.4|. Procedure details: The same procedures as in Step 4 of Example 22 were repeated using 5,6-dimethyl-2-(4-methylthiazol-2-yl)amino-4-chloropyrimidine(0.85 g, 3.34 mmol), 1,2,3,4-tetrahydroisoquinoline(0.42 ml, 3.34 mmol) and dimethylformamide (5 ml) to afford 140 mg of the titled compound.